From a dataset of the Open Reaction Database (ORD), a public repository of structured organic reaction records. describe an organic reaction: reactants, conditions, products, and yield Starting materials: C(=O)([O-])[O-].[K+].[K+] (K2CO3), IC1=CC=CC=C1 (iodobenzene), NC1=C(C=CC(=C1)Cl)C(CCC1=CC=C(C=C1)S(=O)(=O)N1CCN(CC1)C)=O (1-(2-amino-4-chlorophenyl)-3-[4-(4-methylpiperazine-1-sulfonyl)-phenyl]-propan-1-one), C(=O)([O-])[O-].[K+].[K+] (K2CO3), IC1=CC=CC=C1 (iodobenzene). The reagents and catalysts are [Cu] (copper), [Cu] (copper). Solvent: C(CCC)OCCCC (dibutyl ether). Run at temperature 160 celsius, time 8 hour. The product is ClC1=CC(=C(C=C1)C(CCC1=CC=C(C=C1)S(=O)(=O)N1CCN(CC1)C)=O)NC1=CC=CC=C1 (1-(4-chloro-2-phenylaminophenyl)-3-[4-(4-methylpiperazine-1-sulfonyl)-phenyl]-propan-1-one). The yield is 68.0%. As a reaction SMILES: [NH2:1][C:2]1[CH:7]=[C:6]([Cl:8])[CH:5]=[CH:4][C:3]=1[C:9](=[O:28])[CH2:10][CH2:11][C:12]1[CH:17]=[CH:16][C:15]([S:18]([N:21]2[CH2:26][CH2:25][N:24]([CH3:27])[CH2:23][CH2:22]2)(=[O:20])=[O:19])=[CH:14][CH:13]=1.C([O-])([O-])=O.[K+].[K+].I[C:36]1[CH:41]=[CH:40][CH:39]=[CH:38][CH:37]=1>C(OCCCC)CCC.[Cu]>[Cl:8][C:6]1[CH:5]=[CH:4][C:3]([C:9](=[O:28])[CH2:10][CH2:11][C:12]2[CH:13]=[CH:14][C:15]([S:18]([N:21]3[CH2:26][CH2:25][N:24]([CH3:27])[CH2:23][CH2:22]3)(=[O:20])=[O:19])=[CH:16][CH:17]=2)=[C:2]([NH:1][C:36]2[CH:41]=[CH:40][CH:39]=[CH:38][CH:37]=2)[CH:7]=1 |f:1.2.3|. Procedure: A mixture of 1-(2-amino-4-chlorophenyl)-3-[4-(4-methylpiperazine-1-sulfonyl)-phenyl]-propan-1-one (1.268 g), copper powder (38 mg), KI (99 mg), K2CO3 (829 mg) and iodobenzene (1.35 mL) in dibutyl ether (25 mL) was heated to 160° C. (oil bath temperature) overnight. Additional copper powder (38 mg), KI (99 mg), K2CO3 (829 mg) and iodobenzene (1.35 mL) were added, and the resulting mixture was again stirred at 160° C. overnight. The reaction mixture was then cooled and concentrated under reduced p... As a reaction SMILES: [C:6]([CH3:7])([CH3:8])([CH3:9])[Si:10]([Cl:11])([CH3:12])[CH3:13].[CH3:14][N:15]([CH3:16])[CH:17]=[O:18].[OH2:26].[OH:19][CH:20]1[CH2:21][C:22](=[O:25])[NH:23][CH2:24]1.[nH:1]1[cH:2][cH:3][n:4][cH:5]1>>[C:6]([CH3:7])([CH3:8])([CH3:9])[Si:10]([CH3:12])([CH3:13])[O:19][CH:20]1[CH2:21][C:22](=[O:25])[NH:23][CH2:24]1. Starting materials: CC(C)(C)[Si](C)(C)Cl, CN(C)C=O, O, O=C1CC(O)CN1, c1c[nH]cn1. Yields the product CC(C)(C)[Si](C)(C)OC1CNC(=O)C1. Starting materials: CCOc1ccc(NC(=O)CC(=O)c2cccc(-c3cccnc3)c2)c(NC(=O)OC(C)(C)C)c1, ClCCl, O=C(O)C(F)(F)F. Yields the product CCOc1ccc2c(c1)N=C(c1cccc(-c3cccnc3)c1)CC(=O)N2. As a reaction SMILES: [C:1]([O:2][C:3](=[O:4])[NH:7][c:8]1[c:9]([NH:17][C:18]([CH2:19][C:20](=[O:5])[c:21]2[cH:22][c:23](-[c:27]3[cH:28][n:29][cH:30][cH:31][cH:32]3)[cH:24][cH:25][cH:26]2)=[O:34])[cH:10][cH:11][c:12]([O:14][CH2:15][CH3:16])[cH:13]1)([CH3:6])([CH3:33])[CH3:35].[Cl:43][CH2:44][Cl:45].[F:36][C:37]([F:38])([F:39])[C:40]([OH:41])=[O:42]>>[N:7]1=[C:20]([c:21]2[cH:22][c:23](-[c:27]3[cH:28][n:29][cH:30][cH:31][cH:32]3)[cH:24][cH:25][cH:26]2)[CH2:19][C:18](=[O:34])[NH:17][c:9]2[c:8]1[cH:13][c:12]([O:14][CH2:15][CH3:16])[cH:11][cH:10]2. Reactants: O=C([O-])O, [O-][I+2]([O-])[O-], [I-], [K+], [K+], Nc1ccc([N+](=O)[O-])cn1, [Na+], O, O=S(=O)(O)O. The product is Nc1ncc([N+](=O)[O-])cc1I. As a reaction SMILES: [C:18](=[O:19])([OH:20])[O-:21].[I+2:11]([O-:12])([O-:13])[O-:14].[I-:17].[K+:15].[K+:16].[NH2:1][c:2]1[n:3][cH:4][c:5]([N+:8](=[O:9])[O-:10])[cH:6][cH:7]1.[Na+:22].[OH2:28].[S:23](=[O:24])(=[O:25])([OH:26])[OH:27]>>[NH2:1][c:2]1[n:3][cH:4][c:5]([N+:8](=[O:9])[O-:10])[cH:6][c:7]1[I:11]. Starting materials: O=[N+]([O-])[O-].[O-][N+]([O-])=O.[O-][N+]([O-])=O.[O-][N+]([O-])=O.[O-][N+]([O-])=O.[O-][N+]([O-])=O.[Ce+4].[NH4+].[NH4+] (CAN), C(C)#N (acetonitrile), C(C)OC(=O)CCCOC1=CC=C(C=C1)C1(CC2=C(C(=C(C(=C2C1)OC)OC)OC)OC)C(=O)OCC (ethyl 2-[4-(4-ethoxycarbonyl-1-oxabutyl)phenyl]-4,5,6,7-tetramethoxy-2-indancarboxylate). Solvent: O (water), O (Water). Conditions: time 15 minute. Product: C(C)OC(=O)CCCOC1=CC=C(C=C1)C1(CC=2C(C(=C(C(C2C1)=O)OC)OC)=O)C(=O)OCC (Ethyl 2-[4-(4-ethoxycarbonyl-1-oxabutyl)phenyl]-5,6-dimethoxy-4,7-dioxo-2-indancarboxylate). Isolated yield 70.8%. RXN SMILES: O=[N+]([O-])[O-].[O-][N+](=O)[O-].[O-][N+](=O)[O-].[O-][N+](=O)[O-].[O-][N+](=O)[O-].[O-][N+](=O)[O-].[Ce+4].[NH4+].[NH4+].C(#N)C.[CH2:31]([O:33][C:34]([CH2:36][CH2:37][CH2:38][O:39][C:40]1[CH:45]=[CH:44][C:43]([C:46]2([C:63]([O:65][CH2:66][CH3:67])=[O:64])[CH2:54][C:53]3[C:48](=[C:49]([O:61]C)[C:50]([O:59][CH3:60])=[C:51]([O:57][CH3:58])[C:52]=3[O:55]C)[CH2:47]2)=[CH:42][CH:41]=1)=[O:35])[CH3:32]>O>[CH2:31]([O:33][C:34]([CH2:36][CH2:37][CH2:38][O:39][C:40]1[CH:45]=[CH:44][C:43]([C:46]2([C:63]([O:65][CH2:66][CH3:67])=[O:64])[CH2:54][C:53]3[C:52](=[O:55])[C:51]([O:57][CH3:58])=[C:50]([O:59][CH3:60])[C:49](=[O:61])[C:48]=3[CH2:47]2)=[CH:42][CH:41]=1)=[O:35])[CH3:32] |f:0.1.2.3.4.5.6.7.8|. Procedure: A water (1.0 ml) solution of CAN (795 mg, 1.45 mmols) was dropwise added to an acetonitrile (6.0 ml) solution of ethyl 2-[4-(4-ethoxycarbonyl-1-oxabutyl)phenyl]-4,5,6,7-tetramethoxy-2-indancarboxylate (300 mg, 0.581 mmols) with cooling with ice and stirring was continued for 15 minutes. Water was added to the reaction mixture, which was then extracted with ethyl acetate. The organic layer was washed with water and a saturated aqueous sodium chloride solution and then dried. The solvent was evapo... As a reaction SMILES: [CH2:11]([CH3:12])[O:13][P:14]([O:15][CH2:16][CH3:17])[O:18][CH2:19][CH3:20].[CH3:21][CH2:22][OH:23].[I:1][c:2]1[c:3]([N+:8](=[O:9])[O-:10])[cH:4][cH:5][cH:6][cH:7]1>>[c:2]1([P:14]([O:13][CH2:11][CH3:12])([O:15][CH2:16][CH3:17])=[O:18])[c:3]([N+:8](=[O:9])[O-:10])[cH:4][cH:5][cH:6][cH:7]1. Yields the product CCOP(=O)(OCC)c1ccccc1[N+](=O)[O-]. Starting materials: CCOP(OCC)OCC, CCO, O=[N+]([O-])c1ccccc1I. The reactants are C(C)OC(CC(C1=CN=C(C=C1)C)=O)=O (6-methyl nicotinoyl acetic acid ethyl ester), [H][H] (hydrogen). The reagents and catalysts are [Pd] (palladium on activated carbon). The solvent is C(C)O (ethanol). Reaction conditions: temperature 20 celsius, time 6 hour. Product: C(C)OC(CC(C=1C=CC(=NC1)C)O)=O (3-hydroxy-3-(2-methyl-5-pyridyl) propionic acid ethyl ester). Reaction SMILES: [CH2:1]([O:3][C:4](=[O:15])[CH2:5][C:6](=[O:14])[C:7]1[CH:12]=[CH:11][C:10]([CH3:13])=[N:9][CH:8]=1)[CH3:2].[H][H]>C(O)C.[Pd]>[CH2:1]([O:3][C:4](=[O:15])[CH2:5][CH:6]([OH:14])[C:7]1[CH:12]=[CH:11][C:10]([CH3:13])=[N:9][CH:8]=1)[CH3:2]. Procedure details: 10.0 g (0.048 mol) of 6-methyl nicotinoyl acetic acid ethyl ester (distilled) was dissolved in 200 ml of 95 percent ethanol, mixed with 1 g of 5 percent palladium on activated carbon and poured into a 1-liter autoclave. The autoclave was put under 10 bars of hydrogen and stirred at 20° C. The hydrogenation ended after 6 hours. The autoclave was opened, and the reaction solution filtered and evaporated. 10.0 g of 3-hydroxy-3-(2-methyl-5-pyridyl)-propionic acid ethyl ester remained, which accordin...